Dataset: the Open Reaction Database (ORD), a public repository of structured organic reaction records. Task: describe an organic reaction: reactants, conditions, products, and yield The reactants are CO, Cl, [Na+], [OH-], COC(=O)c1ccn2ccnc2c1. The product is O=C(O)c1ccn2ccnc2c1. Reaction SMILES: [CH3:17][OH:18].[ClH:16].[Na+:15].[OH-:14].[n:1]1[cH:2][cH:3][n:4]2[c:5]1[cH:6][c:7]([C:10](=[O:11])[O:12][CH3:13])[cH:8][cH:9]2>>[n:1]1[cH:2][cH:3][n:4]2[c:5]1[cH:6][c:7]([C:10](=[O:11])[OH:12])[cH:8][cH:9]2. Starting materials: CC(=O)O, CCOC(=O)c1cn(-c2c(F)cc(F)cc2F)c2c(Cl)c(F)c(F)cc2c1=O, Cl. The product is O=C(O)c1cn(-c2c(F)cc(F)cc2F)c2c(Cl)c(F)c(F)cc2c1=O. RXN SMILES: [CH3:30][C:31](=[O:32])[OH:33].[Cl:1][c:2]1[c:3]([F:28])[c:4]([F:27])[cH:5][c:6]2[c:7](=[O:26])[c:8]([C:21](=[O:22])[O:23][CH2:24][CH3:25])[cH:9][n:10](-[c:12]3[c:13]([F:20])[cH:14][c:15]([F:19])[cH:16][c:17]3[F:18])[c:11]12.[ClH:29]>>[Cl:1][c:2]1[c:3]([F:28])[c:4]([F:27])[cH:5][c:6]2[c:7](=[O:26])[c:8]([C:21](=[O:22])[OH:23])[cH:9][n:10](-[c:12]3[c:13]([F:20])[cH:14][c:15]([F:19])[cH:16][c:17]3[F:18])[c:11]12.